This data is from the Open Reaction Database (ORD), a public repository of structured organic reaction records. The task is: describe an organic reaction: reactants, conditions, products, and yield RXN SMILES: [OH:1][CH2:2][C@@:3]12[C@@H:20]3[C@H:11]([C@H:12]4[C@@:16]([CH2:18][CH2:19]3)([CH3:17])[C:15](=[O:21])[CH2:14][CH2:13]4)[CH2:10][CH2:9][C:8]1=[CH:7][C:6](=[O:22])[C@H:5]1[CH2:23][C@@H:4]21.C(O)(=O)C>[Zn].C1C=CC=CC=1>[OH:1][CH2:2][C@@:3]12[C@@H:20]3[C@H:11]([C@H:12]4[C@@:16]([CH2:18][CH2:19]3)([CH3:17])[C:15](=[O:21])[CH2:14][CH2:13]4)[CH2:10][CH2:9][C:8]1=[CH:7][C:6](=[O:22])[CH2:5][C@H:4]2[CH3:23]. The reagents and catalysts are [Zn] (zinc). The reactants are OC[C@]12[C@H]3[C@@H](C(C=C1CC[C@H]1[C@@H]4CCC([C@@]4(C)CC[C@H]21)=O)=O)C3 (19-Hydroxy-1β,2β-methylene-4-androstene-3,17-dione), C(C)(=O)O (acetic acid). Yields the product OC[C@]12[C@@H](CC(C=C1CC[C@H]1[C@@H]3CCC([C@@]3(C)CC[C@H]21)=O)=O)C (19-hydroxy-1β-methyl-4-androstene-3,17-dione). Procedure details: 19-Hydroxy-1β,2β-methylene-4-androstene-3,17-dione, zinc powder, and acetic acid are heated to their reflux temperature for a period of about 1 hour. Upon cooling of the reaction mixture, benzene is added and the resulting suspension filtered. The filtrate is evaporated to dryness under vacuum and the residue remaining is chromatographed on a silica gel column and eluted with methylenechloride. The eluate is evaporated to dryness and the residue is crystallized from an acetone-hexane solution to... Run in C1=CC=CC=C1 (benzene).